Dataset: the Open Reaction Database (ORD), a public repository of structured organic reaction records. Task: describe an organic reaction: reactants, conditions, products, and yield Starting materials: C1CCOC1, CCO, CCCc1cc2cc(OC)c(F)cc2c(Oc2ccc(C=CC(=O)OCC)cc2)c1-c1ccccc1, [Na+], [OH-]. The product is CCCc1cc2cc(OC)c(F)cc2c(Oc2ccc(C=CC(=O)O)cc2)c1-c1ccccc1. As a reaction SMILES: [CH2:39]1[O:40][CH2:41][CH2:42][CH2:43]1.[CH3:44][CH2:45][OH:46].[F:1][c:2]1[c:3]([O:35][CH3:36])[cH:4][c:5]2[cH:6][c:7]([CH2:32][CH2:33][CH3:34])[c:8](-[c:26]3[cH:27][cH:28][cH:29][cH:30][cH:31]3)[c:9]([O:12][c:13]3[cH:14][cH:15][c:16]([CH:19]=[CH:20][C:21](=[O:22])[O:23][CH2:24][CH3:25])[cH:17][cH:18]3)[c:10]2[cH:11]1.[Na+:38].[OH-:37]>>[F:1][c:2]1[c:3]([O:35][CH3:36])[cH:4][c:5]2[cH:6][c:7]([CH2:32][CH2:33][CH3:34])[c:8](-[c:26]3[cH:27][cH:28][cH:29][cH:30][cH:31]3)[c:9]([O:12][c:13]3[cH:14][cH:15][c:16]([CH:19]=[CH:20][C:21](=[O:22])[OH:23])[cH:17][cH:18]3)[c:10]2[cH:11]1. Reactants: NC1=C(C(=O)OC)C=CC=C1[N+](=O)[O-] (methyl 2-amino-3-nitrobenzoate), C(=O)O (formic acid). Reagents/catalysts: [Pd] (palladium on carbon). Run at temperature 100 celsius, time 23 hour. Yields the product N1C=NC2=C1C=CC=C2C(=O)OC (Methyl 1H-benzimidazole-4-carboxylate). As a reaction SMILES: [NH2:1][C:2]1[C:11]([N+:12]([O-])=O)=[CH:10][CH:9]=[CH:8][C:3]=1[C:4]([O:6][CH3:7])=[O:5].[CH:15](O)=O>[Pd]>[NH:12]1[C:11]2[CH:10]=[CH:9][CH:8]=[C:3]([C:4]([O:6][CH3:7])=[O:5])[C:2]=2[N:1]=[CH:15]1. Reported procedure: To a suspension of methyl 2-amino-3-nitrobenzoate (1.0 g) in formic acid (>87%) was added 5% palladium on carbon (100 mg) and the suspension was heated with stirring at 100° C. for 23 hours. After the reaction mixture was cooled to room temperature, the catalyst was filtered off on celite, and the mother liquor was concentrated in vacuo. The residual solid was washed with diethyl ether under stirring, the solid was collected by filtration to obtain the titled compound (872 mg) as a colorless pow...